Dataset: the Open Reaction Database (ORD), a public repository of structured organic reaction records. Task: describe an organic reaction: reactants, conditions, products, and yield The solvent is C(Cl)Cl (DCM). Yield: 100.5%. Conditions: time 1 hour. Yields the product NC(C(=O)OCC1=CC=CC=C1)CC1=CC(=CC=C1)OCC1=CC=CC=C1 (Benzyl 2-amino-3-(3-(benzyloxy)phenyl)propanoate). As a reaction SMILES: [CH2:1]([O:8][C:9]1[CH:10]=[C:11]([CH2:15][CH:16]([NH:27]C(OC(C)(C)C)=O)[C:17]([O:19][CH2:20][C:21]2[CH:26]=[CH:25][CH:24]=[CH:23][CH:22]=2)=[O:18])[CH:12]=[CH:13][CH:14]=1)[C:2]1[CH:7]=[CH:6][CH:5]=[CH:4][CH:3]=1.C(O)(C(F)(F)F)=O>C(Cl)Cl>[NH2:27][CH:16]([CH2:15][C:11]1[CH:12]=[CH:13][CH:14]=[C:9]([O:8][CH2:1][C:2]2[CH:3]=[CH:4][CH:5]=[CH:6][CH:7]=2)[CH:10]=1)[C:17]([O:19][CH2:20][C:21]1[CH:22]=[CH:23][CH:24]=[CH:25][CH:26]=1)=[O:18]. Reported procedure: 172 (610 mg) was dissolved in 4 ml of DCM and 4 ml of TFA was added then the reaction mixture was let 1 h at room temperature. The reaction mixture is concentrated and 50 ml of AcOEt are added. The organic phase are washed with saturated NaHCO3 and brine then dried over Na2SO4, filtered and concentrated. The crude product was purified by flash chromatography (AcOEt/Hexane 2/8) to afford 173 as white solid (480 mg, 85%). 1H NMR (DMSO): δ 2.90 (m, 2H), 3.73 (t, 1H, J=7.4 Hz), 5.19 (s, 4H), 6.70 (d... Starting materials: C(C1=CC=CC=C1)OC=1C=C(C=CC1)CC(C(=O)OCC1=CC=CC=C1)NC(=O)OC(C)(C)C (Benzyl 3-(3-(benzyloxy)phenyl)-2-(tert-butoxycarbonylamino)propanoate), C(=O)(C(F)(F)F)O (TFA). Starting materials: O1N=C(C=C1)C1=C2C=3[C@@H](CNC3C=C1)C[C@H](C2)N(CCC)CCC ((+)(2aS,4R)-6-(3-isoxazolyl)-4-(di-n-propylamino)-1,2,2a,3,4,5-hexahydrobenz[cd]indole). The reagents and catalysts are O=[Mn]=O (MnO2). Solvent: C(Cl)Cl (CH2Cl2). Yields the product O1N=C(C=C1)C1=C2C=3C(=CNC3C=C1)C[C@H](C2)N(CCC)CCC ((+)(4S)-6-(3-isoxazolyl)-4-(di-n-propylamino)-1,3,4,5-tetrahydrobenz[cd]indole). Yield: 30.9%. RXN SMILES: [O:1]1[CH:5]=[CH:4][C:3]([C:6]2[CH:14]=[CH:13][C:12]3[NH:11][CH2:10][C@H:9]4[CH2:15][C@@H:16]([N:18]([CH2:22][CH2:23][CH3:24])[CH2:19][CH2:20][CH3:21])[CH2:17][C:7]=2[C:8]=34)=[N:2]1>C(Cl)Cl.O=[Mn]=O>[O:1]1[CH:5]=[CH:4][C:3]([C:6]2[CH:14]=[CH:13][C:12]3[NH:11][CH:10]=[C:9]4[CH2:15][C@@H:16]([N:18]([CH2:22][CH2:23][CH3:24])[CH2:19][CH2:20][CH3:21])[CH2:17][C:7]=2[C:8]=34)=[N:2]1. Procedure details: A mixture of (+)(2aS,4R)-6-(3-isoxazolyl)-4-(di-n-propylamino)-1,2,2a,3,4,5-hexahydrobenz[cd]indole (180 mg, 0.5 mmol) and 1 g of MnO2 in 40 mL of CH2Cl2 was sonicated at 50-55 KHz for 2 hr. The reaction mixture warmed to reflux during the time period. The reaction mixture was filtered through a celite pad and the filtrate was concentrated to dryness in vacuo. The residue was chromatographed (flash column, silica gel, ethyl acetate) to provide 50 mg of the isoxazole indole product as an oil. MS ... Starting materials: OBO, Cc1cccc(C)c1, ClCCl, [K+], [K+], [K+], Nc1nc(Cl)c(C=O)c(Cl)n1, C1COCCO1, O=P([O-])([O-])[O-]. The product is Cc1ccc(-c2nc(N)nc(Cl)c2C=O)c(C)c1. As a reaction SMILES: [BH:9]([OH:10])[OH:11].[CH3:12][c:13]1[cH:14][cH:15][cH:16][c:17]([CH3:19])[cH:18]1.[Cl:31][CH2:32][Cl:33].[K+:6].[K+:7].[K+:8].[NH2:20][c:21]1[n:22][c:23]([Cl:30])[c:24]([CH:28]=[O:29])[c:25]([Cl:27])[n:26]1.[O:34]1[CH2:35][CH2:36][O:37][CH2:38][CH2:39]1.[P:1]([O-:2])([O-:3])([O-:4])=[O:5]>>[CH3:12][c:13]1[c:14](-[c:25]2[c:24]([CH:28]=[O:29])[c:23]([Cl:30])[n:22][c:21]([NH2:20])[n:26]2)[cH:15][cH:16][c:17]([CH3:19])[cH:18]1. Reaction SMILES: C1(CC(=O)CC2C=CC=C(C(F)(F)F)C=2)C=CC=CC=1.C(OCC)=O.Cl.C(N)C=C.[CH2:31]([N:34]1[CH:39]=[C:38]([C:40]2[CH:45]=[CH:44][CH:43]=[C:42]([C:46]([F:49])([F:48])[F:47])[CH:41]=2)[C:37](=[O:50])[C:36]([C:51]2[CH:56]=[CH:55][CH:54]=[CH:53][CH:52]=2)=[CH:35]1)[CH:32]=[CH2:33].[H-].[Al+3].[Li+].[H-].[H-].[H-]>>[CH2:31]([N:34]1[CH2:39][CH:38]([C:40]2[CH:45]=[CH:44][CH:43]=[C:42]([C:46]([F:48])([F:47])[F:49])[CH:41]=2)[C:37](=[O:50])[CH:36]([C:51]2[CH:56]=[CH:55][CH:54]=[CH:53][CH:52]=2)[CH2:35]1)[CH:32]=[CH2:33] |f:2.3,5.6.7.8.9.10|. Product: C(C=C)N1CC(C(C(C1)C1=CC(=CC=C1)C(F)(F)F)=O)C1=CC=CC=C1 (1-allyl-3-phenyl-5-(3-trifluoromethylphenyl)-4-piperidinone). Procedure: Twenty g. of 1-phenyl-3-(3-trifluoromethylphenyl)-2-propanone was reacted with ethyl formate and allylamine hydrochloride as described in Examples 1-3 to obtain 10.8 g. of 1-allyl-3-phenyl-5-(3-trifluoromethylphenyl)-4(1H)-pyridinone, which was reacted with 2 g. of lithium aluminum hydride as described in Examples 1-3. The reaction mixture was worked up and chromatographed as described in the examples above to obtain 1.2 g. of the products of Examples 33 and 34 as a mixture. The compounds were i... Starting materials: C1(=CC=CC=C1)CC(CC1=CC(=CC=C1)C(F)(F)F)=O (1-phenyl-3-(3-trifluoromethylphenyl)-2-propanone), C(=O)OCC (ethyl formate), Cl.C(C=C)N (allylamine hydrochloride), C(C=C)N1C=C(C(C(=C1)C1=CC(=CC=C1)C(F)(F)F)=O)C1=CC=CC=C1 (1-allyl-3-phenyl-5-(3-trifluoromethylphenyl)-4(1H)-pyridinone), [H-].[Al+3].[Li+].[H-].[H-].[H-] (lithium aluminum hydride), products. Reactants: BrCc1ccc(-c2ncco2)cc1, O=C([O-])[O-], O=S(=O)(NC1CCCC1CO)c1ccc(Cl)cc1, N#Cc1ccc(CN(C2CCCC2CO)S(=O)(=O)c2ccc(Cl)cc2)cc1, [Cs+], [Cs+]. Yields the product O=S(=O)(c1ccc(Cl)cc1)N(Cc1ccc(-c2ncco2)cc1)C1CCCC1CO. Reaction SMILES: [Br:25][CH2:26][c:27]1[cH:28][cH:29][c:30](-[c:33]2[o:34][cH:35][cH:36][n:37]2)[cH:31][cH:32]1.[C:19](=[O:20])([O-:21])[O-:22].[Cl:1][c:2]1[cH:3][cH:4][c:5]([S:8](=[O:9])(=[O:10])[NH:11][CH:12]2[CH:13]([CH2:17][OH:18])[CH2:14][CH2:15][CH2:16]2)[cH:6][cH:7]1.[Cl:38][c:39]1[cH:40][cH:41][c:42]([S:43]([N:44]([CH2:45][c:46]2[cH:47][cH:48][c:49]([C:50]#[N:51])[cH:52][cH:53]2)[CH:54]2[CH2:55][CH2:56][CH2:57][CH:58]2[CH2:59][OH:60])(=[O:61])=[O:62])[cH:63][cH:64]1.[Cs+:23].[Cs+:24]>>[Cl:1][c:2]1[cH:3][cH:4][c:5]([S:8](=[O:9])(=[O:10])[N:11]([CH:12]2[CH:13]([CH2:17][OH:18])[CH2:14][CH2:15][CH2:16]2)[CH2:26][c:27]2[cH:28][cH:29][c:30](-[c:33]3[o:34][cH:35][cH:36][n:37]3)[cH:31][cH:32]2)[cH:6][cH:7]1. The reactants are C([O-])(O)=O.[NH4+] (ammonium bicarbonate), [Na+].O[C@@H]1[C@@H](CN(CC1)CC1=CC=CC=C1)C(=O)[O-] ((cis)-4-hydroxy-1-(phenylmethyl)-3-piperidinecarboxylic acid sodium salt), ON1N=NC2=C1N=CC=C2 (1-hydroxy-7-azabenzotriazole), Cl.CN(CCCN=C=NCC)C (N-[3-(dimethylamino)propyl]-N′-ethylcarbodiimide hydrochloride). The solvent is CN(C=O)C (N,N-dimethylformamide). Reaction conditions: time 18 hour. Yields the product O[C@@H]1[C@@H](CN(CC1)CC1=CC=CC=C1)C(=O)N ((cis)-4-hydroxy-1-(phenylmethyl)-3-piperidinecarboxamide). Isolated yield 109.6%. Reaction SMILES: [Na+].[OH:2][C@H:3]1[CH2:8][CH2:7][N:6]([CH2:9][C:10]2[CH:15]=[CH:14][CH:13]=[CH:12][CH:11]=2)[CH2:5][C@H:4]1[C:16]([O-:18])=O.O[N:20]1C2N=CC=CC=2N=N1.Cl.CN(C)CCCN=C=NCC.C(=O)(O)[O-].[NH4+]>CN(C)C=O>[OH:2][C@H:3]1[CH2:8][CH2:7][N:6]([CH2:9][C:10]2[CH:15]=[CH:14][CH:13]=[CH:12][CH:11]=2)[CH2:5][C@H:4]1[C:16]([NH2:20])=[O:18] |f:0.1,3.4,5.6|. Reported procedure: To a solution of (cis)-4-hydroxy-1-(phenylmethyl)-3-piperidinecarboxylic acid sodium salt (17 g) and 1-hydroxy-7-azabenzotriazole (5 g, 37 mmol) in N,N-dimethylformamide was added N-[3-(dimethylamino)propyl]-N′-ethylcarbodiimide hydrochloride (14.1 g, 73.4 mmol), followed by ammonium bicarbonate (21 g, 26.6 mmol). The reaction mixture was stirred at room temperature for 18 h. The solvent was then removed under reduced pressure and the residue was treated with aqueous sodium bicarbonate solution.... Reported procedure: Into a 100 mL round-bottom flask, was placed a solution of tert-butyl (3R)-3-[4-amino-3-[4-(2,6-difluorophenoxy)phenyl]-1H-pyrazolo[3,4-d]pyrimidin-1-yl]piperidine-1-carboxylate (450 mg, 0.86 mmol, 1.00 equiv) in dichloromethane (40 mL). CF3COOH (10 mL) to added dropwise with stirring at 25° C. over 10 min and the resulting solution was stirred for 3 h at 25° C. and then concentrated under vacuum. The resulting solution was diluted with dichloromethane and washed with aqueous sodium bicarbonate ... Yield: 112.9%. Conditions: temperature 25 celsius, time 10 minute. The product is FC1=C(OC2=CC=C(C=C2)C2=NN(C3=NC=NC(=C32)N)[C@H]3CNCCC3)C(=CC=C1)F (3-[4-(2,6-difluorophenoxy)phenyl]-1-[(3R)-piperidin-3-yl]-1H-pyrazolo[3,4-d]pyrimidin-4-amine). As a reaction SMILES: [NH2:1][C:2]1[N:7]=[CH:6][N:5]=[C:4]2[N:8]([C@@H:26]3[CH2:31][CH2:30][CH2:29][N:28](C(OC(C)(C)C)=O)[CH2:27]3)[N:9]=[C:10]([C:11]3[CH:16]=[CH:15][C:14]([O:17][C:18]4[C:23]([F:24])=[CH:22][CH:21]=[CH:20][C:19]=4[F:25])=[CH:13][CH:12]=3)[C:3]=12.C(O)(C(F)(F)F)=O>ClCCl>[F:25][C:19]1[CH:20]=[CH:21][CH:22]=[C:23]([F:24])[C:18]=1[O:17][C:14]1[CH:13]=[CH:12][C:11]([C:10]2[C:3]3[C:4](=[N:5][CH:6]=[N:7][C:2]=3[NH2:1])[N:8]([C@@H:26]3[CH2:31][CH2:30][CH2:29][NH:28][CH2:27]3)[N:9]=2)=[CH:16][CH:15]=1. Solvent: ClCCl (dichloromethane). Starting materials: NC1=C2C(=NC=N1)N(N=C2C2=CC=C(C=C2)OC2=C(C=CC=C2F)F)[C@H]2CN(CCC2)C(=O)OC(C)(C)C (tert-butyl (3R)-3-[4-amino-3-[4-(2,6-difluorophenoxy)phenyl]-1H-pyrazolo[3,4-d]pyrimidin-1-yl]piperidine-1-carboxylate), C(=O)(C(F)(F)F)O (CF3COOH). The reactants are N#Cc1cccc(-c2cn3ccsc3n2)c1, CC(=O)OC(C)=O, ClCCl, O=S(=O)(O)O. Yields the product CC(=O)c1c(-c2cccc(C#N)c2)nc2sccn12. Reaction SMILES: [C:1](#[N:2])[c:3]1[cH:4][c:5](-[c:9]2[n:10][c:11]3[s:12][cH:13][cH:14][n:15]3[cH:16]2)[cH:6][cH:7][cH:8]1.[CH3:17][C:18](=[O:19])[O:20][C:21](=[O:22])[CH3:23].[Cl:29][CH2:30][Cl:31].[S:24](=[O:25])(=[O:26])([OH:27])[OH:28]>>[C:1](#[N:2])[c:3]1[cH:4][c:5](-[c:9]2[n:10][c:11]3[s:12][cH:13][cH:14][n:15]3[c:16]2[C:18]([CH3:17])=[O:19])[cH:6][cH:7][cH:8]1.